From a dataset of the Open Reaction Database (ORD), a public repository of structured organic reaction records. describe an organic reaction: reactants, conditions, products, and yield Reagents/catalysts: CN(C1=CC=NC=C1)C (N,N-dimethylpyridin-4-amine). Reported procedure: To N-(4-(3-((trans)-4-hydroxycyclohexyl)-8-methylimidazo[1,5-a]pyrazin-1-yl)-2-methoxyphenyl)-4-methoxy-1-methyl-1H-indole-2-carboxamide (0.037 mmol, 20 mg) and N,N-dimethylpyridin-4-amine (7.41 μmol, 0.906 mg) in dichloromethane (2 ml) was added cyclopentyl isocyanate (0.185 mmol, 20.60 mg) and the mixture was stirred at room temperature overnight. Then pyridine (2 ml) was added and the mixture was stirred overnight at 90° C. The reaction mixture was diluted with ethyl acetate and the obtained ... As a reaction SMILES: [OH:1][C@H:2]1[CH2:7][CH2:6][C@H:5]([C:8]2[N:12]3[CH:13]=[CH:14][N:15]=[C:16]([CH3:17])[C:11]3=[C:10]([C:18]3[CH:23]=[CH:22][C:21]([NH:24][C:25]([C:27]4[N:28]([CH3:38])[C:29]5[C:34]([CH:35]=4)=[C:33]([O:36][CH3:37])[CH:32]=[CH:31][CH:30]=5)=[O:26])=[C:20]([O:39][CH3:40])[CH:19]=3)[N:9]=2)[CH2:4][CH2:3]1.[CH:41]1([N:46]=[C:47]=[O:48])[CH2:45][CH2:44][CH2:43][CH2:42]1.N1C=CC=CC=1>CN(C)C1C=CN=CC=1.ClCCl.C(OCC)(=O)C>[CH:41]1([NH:46][C:47](=[O:48])[O:1][C@H:2]2[CH2:7][CH2:6][C@H:5]([C:8]3[N:12]4[CH:13]=[CH:14][N:15]=[C:16]([CH3:17])[C:11]4=[C:10]([C:18]4[CH:23]=[CH:22][C:21]([NH:24][C:25]([C:27]5[N:28]([CH3:38])[C:29]6[C:34]([CH:35]=5)=[C:33]([O:36][CH3:37])[CH:32]=[CH:31][CH:30]=6)=[O:26])=[C:20]([O:39][CH3:40])[CH:19]=4)[N:9]=3)[CH2:4][CH2:3]2)[CH2:45][CH2:44][CH2:43][CH2:42]1. The yield is 24.9%. Run in ClCCl (dichloromethane), C(C)(=O)OCC (ethyl acetate). The product is C1(CCCC1)NC(O[C@@H]1CC[C@H](CC1)C1=NC(=C2N1C=CN=C2C)C2=CC(=C(C=C2)NC(=O)C=2N(C1=CC=CC(=C1C2)OC)C)OC)=O ((trans)-4-(1-(3-methoxy-4-(4-methoxy-1-methyl-1H-indole-2-carboxamido)phenyl)-8-methylimidazo[1,5-a]pyrazin-3-yl)cyclohexyl cyclopentylcarbamate). Reaction conditions: time 8 hour. Starting materials: O[C@@H]1CC[C@H](CC1)C1=NC(=C2N1C=CN=C2C)C2=CC(=C(C=C2)NC(=O)C=2N(C1=CC=CC(=C1C2)OC)C)OC (N-(4-(3-((trans)-4-hydroxycyclohexyl)-8-methylimidazo[1,5-a]pyrazin-1-yl)-2-methoxyphenyl)-4-methoxy-1-methyl-1H-indole-2-carboxamide), C1(CCCC1)N=C=O (cyclopentyl isocyanate), N1=CC=CC=C1 (pyridine). Reactants: BrC1=CC(=CS1)C(=O)N1CCC(CCC1)(C)C ((5-Bromo-thiophen-3-yl)-(4,4-dimethyl-azepan-1-yl)-methanone), CC1=NNC=C1B1OC(C(O1)(C)C)(C)C (3-methyl-4-(4,4,5,5-tetramethyl-[1,3,2]dioxaborolan-2-yl)-1H-pyrazole), C([O-])([O-])=O.[Cs+].[Cs+] (caesium carbonate), CC1=NNC=C1B1OC(C(O1)(C)C)(C)C (3-methyl-4-(4,4,5,5-tetramethyl-[1,3,2]dioxaborolan-2-yl)-1H-pyrazole), C([O-])([O-])=O.[Cs+].[Cs+] (caesium carbonate). The reagents and catalysts are C1(=CC=CC=C1)P(C1=CC=CC=C1)C1=CC=CC=C1.C1(=CC=CC=C1)P(C1=CC=CC=C1)C1=CC=CC=C1.C1(=CC=CC=C1)P(C1=CC=CC=C1)C1=CC=CC=C1.C1(=CC=CC=C1)P(C1=CC=CC=C1)C1=CC=CC=C1.[Pd] (palladium tetrakis(triphenylphosphine)), C1(=CC=CC=C1)P(C1=CC=CC=C1)C1=CC=CC=C1.C1(=CC=CC=C1)P(C1=CC=CC=C1)C1=CC=CC=C1.C1(=CC=CC=C1)P(C1=CC=CC=C1)C1=CC=CC=C1.C1(=CC=CC=C1)P(C1=CC=CC=C1)C1=CC=CC=C1.[Pd] (palladium tetrakis(triphenylphosphine)). Run in COCCOC (DME), IMS, O (water), O (water). Reaction conditions: temperature 140 celsius. The product is CC1(CCN(CCC1)C(=O)C1=CSC(=C1)C=1C(=NNC1)C)C ((4,4-Dimethyl-azepan-1-yl)-[5-(3-methyl-1H-pyrazol-4-yl)-thiophen-3-yl]-methanone). Isolated yield 15.3%. RXN SMILES: Br[C:2]1[S:6][CH:5]=[C:4]([C:7]([N:9]2[CH2:15][CH2:14][CH2:13][C:12]([CH3:17])([CH3:16])[CH2:11][CH2:10]2)=[O:8])[CH:3]=1.[CH3:18][C:19]1[C:23](B2OC(C)(C)C(C)(C)O2)=[CH:22][NH:21][N:20]=1.C(=O)([O-])[O-].[Cs+].[Cs+]>COCCOC.O.C1(P(C2C=CC=CC=2)C2C=CC=CC=2)C=CC=CC=1.C1(P(C2C=CC=CC=2)C2C=CC=CC=2)C=CC=CC=1.C1(P(C2C=CC=CC=2)C2C=CC=CC=2)C=CC=CC=1.C1(P(C2C=CC=CC=2)C2C=CC=CC=2)C=CC=CC=1.[Pd]>[CH3:16][C:12]1([CH3:17])[CH2:13][CH2:14][CH2:15][N:9]([C:7]([C:4]2[CH:3]=[C:2]([C:23]3[C:19]([CH3:18])=[N:20][NH:21][CH:22]=3)[S:6][CH:5]=2)=[O:8])[CH2:10][CH2:11]1 |f:2.3.4,7.8.9.10.11|. Reported procedure: (5-Bromo-thiophen-3-yl)-(4,4-dimethyl-azepan-1-yl)-methanone (0.105 g, 0.33 mmol) together with 3-methyl-4-(4,4,5,5-tetramethyl-[1,3,2]dioxaborolan-2-yl)-1H-pyrazole (83 mg, 0.4 mmol), caesium carbonate (0.150 g, 0.46 mmol), and palladium tetrakis(triphenylphosphine) (0.057 g, 0.05 mmol) in DME (3 mL), IMS 1 mL) and water (0.5 mL) was degassed then heated by microwave irradiation to 140° C. for 20 minutes. Further quantities of 3-methyl-4-(4,4,5,5-tetramethyl-[1,3,2]dioxaborolan-2-yl)-1H-pyrazol...